Dataset: the Open Reaction Database (ORD), a public repository of structured organic reaction records. Task: describe an organic reaction: reactants, conditions, products, and yield Starting materials: ClC1=C(C#N)C(=C(C(=N1)SC)Cl)C (2,5-dichloro-4-methyl-6-methylsulfanyl-nicotinonitrile), C1(CC1)NC(=O)CSC(C)=O (thioacetic acid S-cyclopropylcarbamoylmethyl ester), CO (MeOH), C[O-].[Na+] (sodium methoxide). Run in CCOC(=O)C (EtOAc), CCCCCC (hexane). Reaction conditions: time 20 minute. The product is C1(CC1)NC(=O)C1=C(C=2C(=NC(=C(C2C)Cl)SC)S1)N (3-Amino-5-chloro-4-methyl-6-methylsulfanyl-thieno[2,3-b]pyridine-2-carboxylic acid cyclopropylamide). The yield is 56.9%. As a reaction SMILES: [CH:1]1([NH:4][C:5]([CH2:7][S:8]C(=O)C)=[O:6])[CH2:3][CH2:2]1.CO.C[O-].[Na+].Cl[C:18]1[N:25]=[C:24]([S:26][CH3:27])[C:23]([Cl:28])=[C:22]([CH3:29])[C:19]=1[C:20]#[N:21]>CCOC(C)=O.CCCCCC>[CH:1]1([NH:4][C:5]([C:7]2[S:8][C:18]3=[N:25][C:24]([S:26][CH3:27])=[C:23]([Cl:28])[C:22]([CH3:29])=[C:19]3[C:20]=2[NH2:21])=[O:6])[CH2:3][CH2:2]1 |f:2.3|. Procedure details: To a mixture of thioacetic acid S-cyclopropylcarbamoylmethyl ester (8.58 g, 49.5 mmol) and MeOH (100 ml) is added sodium methoxide solution (25% wt. in MeOH)(15.4 ml, 67.5 mmol). The resulting solution is stirred at room temperature for 20 minutes, then treated with 2,5-dichloro-4-methyl-6-methylsulfanyl-nicotinonitrile (10.5 g, 45.0 mmol). The mixture is refluxed at 100° C. for 2 hours, cooled to room temperature, and quenched by adding water (100 ml). The mixture is partitioned between water a... Reactants: COC(=O)c1nn(-c2cc3c(cc2F)OC(F)(F)O3)cc(OC)c1=O, CO, Cl, [Na+], [OH-]. The product is COc1cn(-c2cc3c(cc2F)OC(F)(F)O3)nc(C(=O)O)c1=O. Reaction SMILES: [CH3:1][O:2][c:3]1[c:4](=[O:25])[c:5]([C:21](=[O:22])[O:23][CH3:24])[n:6][n:7](-[c:9]2[cH:10][c:11]3[c:12]([cH:18][c:19]2[F:20])[O:13][C:14]([F:16])([F:17])[O:15]3)[cH:8]1.[CH3:29][OH:30].[ClH:28].[Na+:27].[OH-:26]>>[CH3:1][O:2][c:3]1[c:4](=[O:25])[c:5]([C:21](=[O:22])[OH:23])[n:6][n:7](-[c:9]2[cH:10][c:11]3[c:12]([cH:18][c:19]2[F:20])[O:13][C:14]([F:16])([F:17])[O:15]3)[cH:8]1. Reactants: CC(C)C(=O)c1cccc(C(=O)O)c1, Cc1ccccc1, O=S(Cl)Cl. Yields the product CC(C)C(=O)c1cccc(C(=O)O)c1, [Cl-]. As a reaction SMILES: [C:5]([CH:6]([CH3:7])[CH3:8])(=[O:9])[c:10]1[cH:11][c:12]([C:13](=[O:14])[OH:15])[cH:16][cH:17][cH:18]1.[CH3:19][c:20]1[cH:21][cH:22][cH:23][cH:24][cH:25]1.[S:1]([Cl:2])([Cl:3])=[O:4]>>[C:5]([CH:6]([CH3:7])[CH3:8])(=[O:9])[c:10]1[cH:11][c:12]([C:13](=[O:14])[OH:15])[cH:16][cH:17][cH:18]1.[Cl-:3]. Reactants: [BH4-].[Na+] (sodium borohydride), C(CCCCC)C(C(=O)OC)C(CC(CCCCCCCCCCC)OC1OCCCC1)=O (methyl 2-hexyl-3-oxo -5-[(tetrahydro-2H-pyran-2-yl)oxy]hexadecanoate), [BH4-].[Na+] (NaBH4), C(C)O (ethanol). Run in C1CCOC1 (THF). Conditions: temperature -5 celsius. The product is C(CCCCC)C(C(=O)OC)C(CC(CCCCCCCCCCC)OC1OCCCC1)O (methyl 2-hexyl-3-hydroxy-5-[(tetrahydro-2H-pyran-2-yl)oxy]hexadecanoate). Yield: 98.9%. As a reaction SMILES: [CH2:1]([CH:7]([C:12](=[O:33])[CH2:13][CH:14]([O:26][CH:27]1[CH2:32][CH2:31][CH2:30][CH2:29][O:28]1)[CH2:15][CH2:16][CH2:17][CH2:18][CH2:19][CH2:20][CH2:21][CH2:22][CH2:23][CH2:24][CH3:25])[C:8]([O:10][CH3:11])=[O:9])[CH2:2][CH2:3][CH2:4][CH2:5][CH3:6].C(O)C.[BH4-].[Na+]>C1COCC1>[CH2:1]([CH:7]([CH:12]([OH:33])[CH2:13][CH:14]([O:26][CH:27]1[CH2:32][CH2:31][CH2:30][CH2:29][O:28]1)[CH2:15][CH2:16][CH2:17][CH2:18][CH2:19][CH2:20][CH2:21][CH2:22][CH2:23][CH2:24][CH3:25])[C:8]([O:10][CH3:11])=[O:9])[CH2:2][CH2:3][CH2:4][CH2:5][CH3:6] |f:2.3|. Procedure details: 7.76 g of methyl 2-hexyl-3-oxo -5-[(tetrahydro-2H-pyran-2-yl)oxy]hexadecanoate are dissolved in 500 ml of THF while gassing with argon, treated with 20 ml of ethanol and cooled to -5° C. 5.3 g of NaBH4 are added portionwise while stirring in such a manner that the temperature does not exceed 0° C. After stirring for 3 hours the excess sodium borohydride is filtered off, the reaction mixture is hydrolyzed (to pH 6) with 2N hydrochloric acid in the cold and the solvent is evaporated off. The resid... The reactants are [NH4+], [OH-], O=P(Cl)(Cl)Cl, O=c1[nH]c2cccc3c2n1CCC3. Yields the product Clc1nc2cccc3c2n1CCC3. Reaction SMILES: [NH4+:19].[OH-:20].[P:14]([Cl:15])([Cl:16])([Cl:17])=[O:18].[nH:1]1[c:2](=[O:13])[n:3]2[c:12]3[c:7]([cH:8][cH:9][cH:10][c:11]13)[CH2:6][CH2:5][CH2:4]2>>[n:1]1[c:2]([Cl:16])[n:3]2[c:12]3[c:7]([cH:8][cH:9][cH:10][c:11]13)[CH2:6][CH2:5][CH2:4]2. Starting materials: ClC=1C=C(C=CC1OCC1=CC(=CC=C1)F)NC1=NC=NC2=CC=C(C=C12)NC(CCNC(COC)=O)=O (N-{4-[3-chloro-4-(3-fluoro-benzyloxy)-phenylamino]-quinazolin-6-yl}-3-(2-methoxy-acetylamino)-propionamide), C(C)OC(C(=O)O)=O (oxalic acid monoethylester), compound. Yields the product NCCC(=O)NC=1C=C2C(=NC=NC2=CC1)NC1=CC(=C(C=C1)OCC1=CC(=CC=C1)F)Cl (3-amino-N-{4-[3-chloro-4-(3-fluoro-benzyloxy)-phenylamino]-quinazolin-6-yl}-propionamide). Reaction SMILES: [Cl:1][C:2]1[CH:3]=[C:4]([NH:17][C:18]2[C:27]3[C:22](=[CH:23][CH:24]=[C:25]([NH:28][C:29](=[O:38])[CH2:30][CH2:31][NH:32]C(=O)COC)[CH:26]=3)[N:21]=[CH:20][N:19]=2)[CH:5]=[CH:6][C:7]=1[O:8][CH2:9][C:10]1[CH:15]=[CH:14][CH:13]=[C:12]([F:16])[CH:11]=1.C(OC(=O)C(O)=O)C>>[NH2:32][CH2:31][CH2:30][C:29]([NH:28][C:25]1[CH:26]=[C:27]2[C:22](=[CH:23][CH:24]=1)[N:21]=[CH:20][N:19]=[C:18]2[NH:17][C:4]1[CH:5]=[CH:6][C:7]([O:8][CH2:9][C:10]2[CH:15]=[CH:14][CH:13]=[C:12]([F:16])[CH:11]=2)=[C:2]([Cl:1])[CH:3]=1)=[O:38]. Reported procedure: The procedure of (20-2) of Example 20 was repeated except for using oxalic acid monoethylester and 0.09 g of the compound obtained in (20-1) of Example 20 instead of methoxyacetic acid, and subjecting column chromatography (eluent-chloroform:methanol=15:1) to obtain the title compound (0.04 g, 37%). The reactants are C(CC)[C@@H]1CC[C@H](CC1)C1=CC=C(C(=O)NN)C=C1 (p-(trans-4-n-propylcyclohexyl)benzohydrazide), C(CCC)(=O)Cl (butyryl chloride), ice water, compound, COC=1C=CC(=CC1)P2(=S)SP(=S)(S2)C=3C=CC(=CC3)OC (Lawesson's reagent). The solvent is N1=CC=CC=C1 (pyridine), C1CCOC1 (THF). Conditions: time 2 hour. Yields the product C(CC)[C@@H]1CC[C@H](CC1)C1=CC=C(C=C1)C=1SC(=NN1)CCC (2-[p-(trans-4-n-propylcyclohexyl)phenyl]-5-propyl-1,3,4-thiadiazole). As a reaction SMILES: [CH2:1]([C@H:4]1[CH2:9][CH2:8][C@H:7]([C:10]2[CH:19]=[CH:18][C:13]([C:14]([NH:16][NH2:17])=O)=[CH:12][CH:11]=2)[CH2:6][CH2:5]1)[CH2:2][CH3:3].[C:20](Cl)(=O)[CH2:21][CH2:22][CH3:23].COC1C=CC(P2(SP(C3C=CC(OC)=CC=3)(=S)S2)=[S:35])=CC=1>N1C=CC=CC=1.C1COCC1>[CH2:1]([C@H:4]1[CH2:9][CH2:8][C@H:7]([C:10]2[CH:19]=[CH:18][C:13]([C:14]3[S:35][C:20]([CH2:21][CH2:22][CH3:23])=[N:17][N:16]=3)=[CH:12][CH:11]=2)[CH2:6][CH2:5]1)[CH2:2][CH3:3]. Procedure: 0.25 mol of p-(trans-4-n-propylcyclohexyl)benzohydrazide is dissolved in 300 ml of pyridine. At room temperature, 0.25 mol of butyryl chloride is added dropwise, and the mixture is stirred for a further 11/2 hours. The mixture is then poured into 1.5 1 of ice/water, and the crystals are filtered off with suction and washed with water. The product obtained is recrystallized from toluene. 0.1 mol of this compound and 0.1 mol of Lawesson's reagent are refluxed for 10 hours in 200 ml of THF. 2/3 of ... Reactants: BrCC=CCBr, CN(c1ncc(Br)cn1)C1CCC(O)CC1, ClCCl, [Na+], [OH-]. Yields the product CN(c1ncc(Br)cn1)C1CCC(OCC=CCBr)CC1. RXN SMILES: [Br:17][CH2:18][CH:19]=[CH:20][CH2:21][Br:22].[Br:1][c:2]1[cH:3][n:4][c:5]([N:8]([CH:9]2[CH2:10][CH2:11][CH:12]([OH:15])[CH2:13][CH2:14]2)[CH3:16])[n:6][cH:7]1.[Cl:25][CH2:26][Cl:27].[Na+:24].[OH-:23]>>[Br:1][c:2]1[cH:3][n:4][c:5]([N:8]([CH:9]2[CH2:10][CH2:11][CH:12]([O:15][CH2:21][CH:20]=[CH:19][CH2:18][Br:17])[CH2:13][CH2:14]2)[CH3:16])[n:6][cH:7]1. Reported procedure: To a solution of N-[(1S, 2S)-2-(benzyloxy)cyclopentyl]-1-(4-chlorophenyl)-2-(2,4-dichlorophenyl)-1H-imidazole-4-carboxamide (Table entry 282, prepared according to the procedures described in Examples 13 and 14) (119 mg, 0.22 mmol) in CH2Cl2 (4 mL), TMSI (0.2 mL, 1.4 mmol) was added. The mixture was stirred at rt overnight, and diluted by water. The organic layer was dried over MgSO4, filtered, and concentrated. The residue was purified by preparative TLC (EtOAc) to afford 1-(4-chlorophenyl)-2-(... Solvent: C(Cl)Cl (CH2Cl2). Yields the product ClC1=CC=C(C=C1)N1C(=NC(=C1)C(=O)N[C@@H]1[C@H](CCC1)O)C1=C(C=C(C=C1)Cl)Cl (1-(4-chlorophenyl)-2-(2,4-dichlorophenyl)-N-[(1S, 2S)-2-hydroxycyclopentyl]-1H-imidazole-4-carboxamide). Isolated yield 82.0%. The reactants are C(C1=CC=CC=C1)O[C@@H]1[C@H](CCC1)NC(=O)C=1N=C(N(C1)C1=CC=C(C=C1)Cl)C1=C(C=C(C=C1)Cl)Cl (N-[(1S, 2S)-2-(benzyloxy)cyclopentyl]-1-(4-chlorophenyl)-2-(2,4-dichlorophenyl)-1H-imidazole-4-carboxamide), [Si](C)(C)(C)I (TMSI), O (water). RXN SMILES: C([O:8][C@H:9]1[CH2:13][CH2:12][CH2:11][C@@H:10]1[NH:14][C:15]([C:17]1[N:18]=[C:19]([C:29]2[CH:34]=[CH:33][C:32]([Cl:35])=[CH:31][C:30]=2[Cl:36])[N:20]([C:22]2[CH:27]=[CH:26][C:25]([Cl:28])=[CH:24][CH:23]=2)[CH:21]=1)=[O:16])C1C=CC=CC=1.[Si](I)(C)(C)C.O>C(Cl)Cl>[Cl:28][C:25]1[CH:26]=[CH:27][C:22]([N:20]2[CH:21]=[C:17]([C:15]([NH:14][C@H:10]3[CH2:11][CH2:12][CH2:13][C@@H:9]3[OH:8])=[O:16])[N:18]=[C:19]2[C:29]2[CH:34]=[CH:33][C:32]([Cl:35])=[CH:31][C:30]=2[Cl:36])=[CH:23][CH:24]=1. Conditions: time 8 hour.